From a dataset of the Open Reaction Database (ORD), a public repository of structured organic reaction records. describe an organic reaction: reactants, conditions, products, and yield The reactants are COC(CCC\C=C/C(CO)(C)C)=O ((Z)-8-Hydroxy-7,7-dimethyl-5-octenoic acid methyl ester), CrO3, N1=CC=CC=C1 (pyridine). Run in C(Cl)Cl (methylene chloride), C(Cl)Cl (methylene chloride). Run at time 5 hour. Product: COC(CCC\C=C/C(C=O)(C)C)=O ((Z)-8-Oxo-7,7-dimethyl-5-octenoic acid methyl ester). Yield: 77.1%. As a reaction SMILES: [CH3:1][O:2][C:3](=[O:14])[CH2:4][CH2:5][CH2:6]/[CH:7]=[CH:8]\[C:9]([CH3:13])([CH3:12])[CH2:10][OH:11].N1C=CC=CC=1>C(Cl)Cl>[CH3:1][O:2][C:3](=[O:14])[CH2:4][CH2:5][CH2:6]/[CH:7]=[CH:8]\[C:9]([CH3:12])([CH3:13])[CH:10]=[O:11]. Procedure details: 0.530 g (2.65 mmoles) of (Z)-8-Hydroxy-7,7-dimethyl-5-octenoic acid methyl ester in 5 ml of methylene chloride was added slowly to a mixture of CrO3 (2.1 g; 21 mmol) and pyridine (3.5 g; 42 mmol) suspended in 55 ml of methylene chloride at room temperature. The reaction mixture was stirred for 5 hrs. The dichloromethane phase was decanted, and the precipitate was washed three times with ether. The organic phases were combined, washed with chilled 1 N sodium hydroxide, 1 N sulfuric acid, saturate... Starting materials: COC1=CC=C(C=C1)C(CCC(=O)O)=O (4-(4-methoxyphenyl)-4-oxobutanoic acid), C(C)(=O)O (acetic acid). The reagents and catalysts are [C].[Pd] (palladium-carbon). The solvent is C1CCOC1 (THF). Conditions: time 9 hour. The product is COC1=CC=C(C=C1)CCCC(=O)O (4-(4-methoxy-phenyl)butanoic acid). As a reaction SMILES: [CH3:1][O:2][C:3]1[CH:8]=[CH:7][C:6]([C:9](=O)[CH2:10][CH2:11][C:12]([OH:14])=[O:13])=[CH:5][CH:4]=1.C(O)(=O)C>[C].[Pd].C1COCC1>[CH3:1][O:2][C:3]1[CH:4]=[CH:5][C:6]([CH2:9][CH2:10][CH2:11][C:12]([OH:14])=[O:13])=[CH:7][CH:8]=1 |f:2.3|. Procedure details: After 4-(4-methoxyphenyl)-4-oxobutanoic acid (40 g) was added to (not completely dissolved in) a mixed solvent of acetic acid (100 ml) and THF (100 ml), 10% palladium-carbon (50%-wet) (4 g) was added thereto and the resulting mixture was stirred for 9 hours under a hydrogen atmosphere (0.4 MPa). The catalyst was removed by filtration through Celite and toluene was added to the residue. The solvent was distilled off under reduced pressure to obtain 4-(4-methoxy-phenyl)butanoic acid quantitatively... Reactants: NC1=CC=CC=C1 (aniline), C(C)(C)N(CC)C(C)C (diisopropylethylamine), ClC(Cl)(OC(OC(Cl)(Cl)Cl)=O)Cl (triphosgene), NC1=NN(C=C1C(=O)OCC)CC1=CC=CC=C1 (3-amino-1-benzyl-4-ethoxycarbonylpyrazole), C(C)(C)N(CC)C(C)C (diisopropylethylamine). Run in O (water), C1CCOC1 (THF), C1CCOC1 (THF), C1CCOC1 (THF). Run at temperature 40 celsius, time 5 hour. Product: C1(=CC=CC=C1)NC(=O)NC1=NN(C=C1C(=O)OCC)CC1=CC=CC=C1 (N-phenyl-N'-(1-benzyl-4-ethoxycarbonylpyrazol-3-yl)urea). Yield: 71.0%. As a reaction SMILES: ClC(Cl)(O[C:5](=[O:11])OC(Cl)(Cl)Cl)Cl.[NH2:13][C:14]1[C:18]([C:19]([O:21][CH2:22][CH3:23])=[O:20])=[CH:17][N:16]([CH2:24][C:25]2[CH:30]=[CH:29][CH:28]=[CH:27][CH:26]=2)[N:15]=1.C(N(C(C)C)CC)(C)C.[NH2:40][C:41]1[CH:46]=[CH:45][CH:44]=[CH:43][CH:42]=1>C1COCC1.O>[C:41]1([NH:40][C:5]([NH:13][C:14]2[C:18]([C:19]([O:21][CH2:22][CH3:23])=[O:20])=[CH:17][N:16]([CH2:24][C:25]3[CH:30]=[CH:29][CH:28]=[CH:27][CH:26]=3)[N:15]=2)=[O:11])[CH:46]=[CH:45][CH:44]=[CH:43][CH:42]=1. Procedure: To a solution of triphosgene (35.7 mg) in THF (2 ml), was slowly added a solution of 3-amino-1-benzyl-4-ethoxycarbonylpyrazole (30 mg) and diisopropylethylamine (0.0936 ml) in THF (1 ml) over 15 min, and the resulted mixture was stirred at 40° C. for 5 h. To this, was added a solution of aniline (0.0111 ml) and diisopropylethylamine (0.0936 ml) in THF (1 ml), and the resulted mixture was further stirred to react. After completion of the reaction, water was added followed by evaporation under red... Reactants: C1(CCCCC1)NC1=C2C(=NC=C1C(C)O)N(C=C2)COCC[Si](C)(C)C (1-(4-(Cyclohexylamino)-1-{[2-(trimethylsilyl)ethoxy]methyl}-1H-pyrrolo[2,3-b]pyridin-5-yl)ethanol), C=O (formaldehyde), O (water). Product: C1(CCCCC1)N1COC(C2=C1C1=C(N=C2)N(C=C1)COCC[Si](C)(C)C)C (1-Cyclohexyl-4-methyl-7-{[2-(trimethylsilyl)ethoxy]methyl}-1,2,4,7-tetrahydropyrrolo[3′,2′:5,6]pyrido[4,3-d][1,3]oxazine). As a reaction SMILES: [CH:1]1([NH:7][C:8]2[C:13]([CH:14]([OH:16])[CH3:15])=[CH:12][N:11]=[C:10]3[N:17]([CH2:20][O:21][CH2:22][CH2:23][Si:24]([CH3:27])([CH3:26])[CH3:25])[CH:18]=[CH:19][C:9]=23)[CH2:6][CH2:5][CH2:4][CH2:3][CH2:2]1.[CH2:28]=O.O>C(O)C>[CH:1]1([N:7]2[C:8]3[C:9]4[CH:19]=[CH:18][N:17]([CH2:20][O:21][CH2:22][CH2:23][Si:24]([CH3:26])([CH3:25])[CH3:27])[C:10]=4[N:11]=[CH:12][C:13]=3[CH:14]([CH3:15])[O:16][CH2:28]2)[CH2:2][CH2:3][CH2:4][CH2:5][CH2:6]1. Procedure details: 1-(4-(Cyclohexylamino)-1-{[2-(trimethylsilyl)ethoxy]methyl}-1H-pyrrolo[2,3-b]pyridin-5-yl)ethanol (9 mg, 0.02 mmol) and aqueous formaldehyde (35 wt %, 0.3 mL, 4 mmol) in ethanol (1 mL) were stirred at 75° C. for 1 hour. The reaction mixture was allowed to cool to room temperature and, after addition of water, extracted with ethyl acetate. The organic layer was dried over anhydrous sodium sulfate and concentrated under reduced pressure. The resulting pale yellow oil (9 mg) containing the title co... The solvent is C(C)O (ethanol).